This data is from the Open Reaction Database (ORD), a public repository of structured organic reaction records. The task is: describe an organic reaction: reactants, conditions, products, and yield The reactants are C(C)(=O)O (acetic acid), CP(OC)(OC)=O (dimethyl methylphosphonate), O1CCCC1 (tetrahydrofuran), P([O-])([O-])=O (phosphonate), C(CCC)[Li] (n-butyllithium). The solvent is CCCCCC (hexane). Conditions: time 5 minute. Product: O=C(CP(OC)(OC)=O)C1=CC=CC=C1 (Dimethyl 2-Oxo-2-phenylethylphosphonate). The yield is 29.0%. Reaction SMILES: [CH3:1][P:2](=[O:7])([O:5][CH3:6])[O:3][CH3:4].P(=O)([O-])[O-].[CH2:12]([Li])[CH2:13][CH2:14]C.C(O)(=O)C.[O:21]1[CH2:25][CH2:24][CH2:23][CH2:22]1>CCCCCC>[O:21]=[C:25]([C:24]1[CH:14]=[CH:13][CH:12]=[CH:22][CH:23]=1)[CH2:1][P:2](=[O:7])([O:5][CH3:6])[O:3][CH3:4]. Procedure: A solution of 74.5 g (600 mmoles) dimethyl methylphosphonate (Aldrich) in 750 ml dry tetrahydrofuran was cooled to -78° in a dry nitrogen atmosphere. To the stirred phosphonate solution was added 265 ml of 2.34 M n-butyllithium in hexane solution (Alfa Inorganics, Inc.) dropwise over a period of 30 minutes at such a rate that the reaction temperature never rose above -65°. After an additional 5 minutes stirring at -78°, 41 g (300 mmole) of methyl azoate was added dropwise at a rate that kept the...